From a dataset of the Open Reaction Database (ORD), a public repository of structured organic reaction records. describe an organic reaction: reactants, conditions, products, and yield The reactants are N-4-bromobenzyl-N-4-phenylbut-1-oyl-4-O-methylhydroxylamine, C(C)OCC (diethyl ether), phenoxymethyl-copoly(styrene-1%-divinylbenzene), solution, C(C)[Mg]Br (ethyl magnesium bromide), O1CCCC1 (tetrahydrofuran), S(=O)(=O)([O-])[O-].[Na+].[Na+] (Sodium sulfate). Reaction conditions: time 18 hour. Product: C1(=CC=CC=C1)CCCC(CC)=O (6-phenylhexan-3-one). Reaction SMILES: [CH2:1]([Mg]Br)[CH3:2].[O:5]1[CH2:9][CH2:8][CH2:7][CH2:6]1.S([O-])([O-])(=O)=O.[Na+].[Na+].C(O[CH2:20][CH3:21])C>>[C:21]1([CH2:9][CH2:8][CH2:7][C:6](=[O:5])[CH2:1][CH3:2])[CH:20]=[CH:9][CH:8]=[CH:7][CH:6]=1 |f:2.3.4|. Procedure details: N-4-bromobenzyl-N-4-phenylbut-1-oyl-4-O-methylhydroxylamine)phenoxymethyl-copoly(styrene-1%-divinylbenzene)-resin (0.15 g, approx. 0.75 mmol/g 0.11 mmol) is suspended in diethyl ether (1 mL) and treated with 1 M solution of ethyl magnesium bromide in tetrahydrofuran (0.34 mL, 0.34 mmol). The reaction mixture is agitated for 18 hours, and then quenched by the addition of 2 M HCl (aq) (approx. pH 3 is obtained). The mixture is agitated for 30 minutes. Sodium sulfate is added and the mixture is fil... Starting materials: CC1(C)OCC(COCCO)O1, CN(C)c1ccncc1, Cc1ccc(S(=O)(=O)Cl)cc1, c1ccncc1. Yields the product Cc1ccc(S(=O)(=O)OCCOCC2COC(C)(C)O2)cc1. Reaction SMILES: [CH3:12][C:13]1([CH3:23])[O:14][CH2:15][CH:16]([CH2:18][O:19][CH2:20][CH2:21][OH:22])[O:17]1.[CH3:24][N:25]([CH3:26])[c:27]1[cH:28][cH:29][n:30][cH:31][cH:32]1.[c:1]1([CH3:11])[cH:2][cH:3][c:4]([S:7](=[O:8])(=[O:9])[Cl:10])[cH:5][cH:6]1.[cH:33]1[cH:34][cH:35][n:36][cH:37][cH:38]1>>[c:1]1([CH3:11])[cH:2][cH:3][c:4]([S:7](=[O:8])(=[O:9])[O:22][CH2:21][CH2:20][O:19][CH2:18][CH:16]2[CH2:15][O:14][C:13]([CH3:12])([CH3:23])[O:17]2)[cH:5][cH:6]1. Reactants: FC(C1=C(C=CC=C1)CCC(=O)O)(F)F (3-(2-(trifluoromethyl)phenyl)propanoic acid), N1CCC2(CC1)C(NC1=CC=CC=C12)=O (spiro[indoline-3,4′-piperidin]-2-one). Product: FC(C1=C(C=CC=C1)CCC(=O)N1CCC2(CC1)C(NC1=CC=CC=C12)=O)(F)F (1′-(3-(2-(trifluoromethyl)phenyl)propanoyl)spiro[indoline-3,4′-piperidin]-2-one). RXN SMILES: [F:1][C:2]([F:15])([F:14])[C:3]1[CH:8]=[CH:7][CH:6]=[CH:5][C:4]=1[CH2:9][CH2:10][C:11]([OH:13])=O.[NH:16]1[CH2:21][CH2:20][C:19]2([C:29]3[C:24](=[CH:25][CH:26]=[CH:27][CH:28]=3)[NH:23][C:22]2=[O:30])[CH2:18][CH2:17]1>>[F:14][C:2]([F:1])([F:15])[C:3]1[CH:8]=[CH:7][CH:6]=[CH:5][C:4]=1[CH2:9][CH2:10][C:11]([N:16]1[CH2:21][CH2:20][C:19]2([C:29]3[C:24](=[CH:25][CH:26]=[CH:27][CH:28]=3)[NH:23][C:22]2=[O:30])[CH2:18][CH2:17]1)=[O:13]. Procedure details: The title compound was prepared following a procedure analogous to that described in Example 31 using 3-(2-(trifluoromethyl)phenyl)propanoic acid and spiro[indoline-3,4′-piperidin]-2-one. LC-MS Method 3 tR=1.157, min, m/z=403; 1H NMR (CDCl3) 1.39 (m, 2H), 1.47 (m, 2H), 1.65 (m, 2H), 1.78 (m, 3H), 2.62 (m, 2H), 3.15 (m, 2H), 3.61 (m, 2H), 3.83 (m, 2H), 4.17 (m, 1H), 6.83 (d, 1H), 6.97 (m, 1H), 7.15 (m, 2H), 7.26 (m, 1H), 7.38 (m, 1H), 7.43 (m, 1H), 7.58 (d, 1H), 7.84 (s, 1H). Procedure: To a solution of 1-(4-fluorobenzyl)-5,6-dihydropyridin-2-(1H)-one (6.2 g, 30 mmol) in nitromethane (64.5 g, 1.06 mol) under an atmosphere of nitrogen was added DBU (4.59 g, 30.2 mmol). The reaction mixture was stirred overnight at room temperature. The product mixture was concentrated under vacuum. The residue was purified using column chromatography on silica gel eluting with 50%-100% ethyl acetate in hexanes. Collection and concentration of appropriate fractions provided the title compound as ... Conditions: time 8 hour. Starting materials: FC1=CC=C(CN2C(C=CCC2)=O)C=C1 (1-(4-fluorobenzyl)-5,6-dihydropyridin-2-(1H)-one), [N+](=O)([O-])C (nitromethane), C1CCC2=NCCCN2CC1 (DBU). As a reaction SMILES: [F:1][C:2]1[CH:15]=[CH:14][C:5]([CH2:6][N:7]2[CH2:12][CH2:11][CH:10]=[CH:9][C:8]2=[O:13])=[CH:4][CH:3]=1.[N+:16]([CH3:19])([O-:18])=[O:17].C1CCN2C(=NCCC2)CC1>>[F:1][C:2]1[CH:3]=[CH:4][C:5]([CH2:6][N:7]2[CH2:12][CH2:11][CH:10]([CH2:19][N+:16]([O-:18])=[O:17])[CH2:9][C:8]2=[O:13])=[CH:14][CH:15]=1. Product: FC1=CC=C(CN2C(CC(CC2)C[N+](=O)[O-])=O)C=C1 (1-(4-Fluorobenzyl)-4-(nitromethyl)piperidin-2-one). Starting materials: CCO, CCOC(=O)CCNC(=O)c1ccc(NC(c2oc3ccc(F)cc3c2COC)C2CCCCC2)cc1, [Na+], C1CCOC1, [OH-]. Yields the product COCc1c(C(Nc2ccc(C(=O)NCCC(=O)O)cc2)C2CCCCC2)oc2ccc(F)cc12. As a reaction SMILES: [CH3:45][CH2:46][OH:47].[CH:1]1([CH:7]([c:8]2[o:9][c:10]3[c:11]([c:12]2[CH2:13][O:14][CH3:15])[cH:16][c:17]([F:20])[cH:18][cH:19]3)[NH:21][c:22]2[cH:23][cH:24][c:25]([C:28](=[O:29])[NH:30][CH2:31][CH2:32][C:33](=[O:34])[O:35][CH2:36][CH3:37])[cH:26][cH:27]2)[CH2:2][CH2:3][CH2:4][CH2:5][CH2:6]1.[Na+:44].[O:38]1[CH2:39][CH2:40][CH2:41][CH2:42]1.[OH-:43]>>[CH:1]1([CH:7]([c:8]2[o:9][c:10]3[c:11]([c:12]2[CH2:13][O:14][CH3:15])[cH:16][c:17]([F:20])[cH:18][cH:19]3)[NH:21][c:22]2[cH:23][cH:24][c:25]([C:28](=[O:29])[NH:30][CH2:31][CH2:32][C:33](=[O:34])[OH:35])[cH:26][cH:27]2)[CH2:2][CH2:3][CH2:4][CH2:5][CH2:6]1.